From a dataset of the Open Reaction Database (ORD), a public repository of structured organic reaction records. describe an organic reaction: reactants, conditions, products, and yield Starting materials: C=Cc1ccccc1C(=O)O, O=S(Cl)Cl. Yields the product C=Cc1ccccc1C(=O)Cl. Reaction SMILES: [CH:1](=[CH2:2])[c:3]1[c:4]([C:5](=[O:6])[OH:7])[cH:8][cH:9][cH:10][cH:11]1.[S:12]([Cl:13])([Cl:14])=[O:15]>>[CH:1](=[CH2:2])[c:3]1[c:4]([C:5](=[O:6])[Cl:14])[cH:8][cH:9][cH:10][cH:11]1. Starting materials: ClC1=CC(=C(C=C1O)N1C(N(C(=CC1=O)C(F)(F)F)C)=O)F (3-(4-chloro-2-fluoro-5 -hydroxyphenyl)-1-methyl-6 -trifluoromethyl-2,4 (1H,3H)-pyrimidinedione), S(=O)(=O)(Cl)Cl (sulphuryl chloride), N1=CC=CC=C1 (pyridine). Solvent: C(Cl)Cl (methylene chloride), C(Cl)Cl (methylene chloride). Yields the product S(=O)(=O)(OC1=C(C=C(C(=C1)N1C(N(C(=CC1=O)C(F)(F)F)C)=O)F)Cl)Cl (2-chloro-5-[3,6-dihydro-2,6-dioxo-3-methyl-4-trifluoromethyl-1(2H)-pyrimidinyl]-4-fluorophenyl chlorosulphate). Reaction SMILES: [Cl:1][C:2]1[C:7]([OH:8])=[CH:6][C:5]([N:9]2[C:14](=[O:15])[CH:13]=[C:12]([C:16]([F:19])([F:18])[F:17])[N:11]([CH3:20])[C:10]2=[O:21])=[C:4]([F:22])[CH:3]=1.[S:23](Cl)([Cl:26])(=[O:25])=[O:24].N1C=CC=CC=1>C(Cl)Cl>[S:23]([Cl:26])([O:8][C:7]1[CH:6]=[C:5]([N:9]2[C:14](=[O:15])[CH:13]=[C:12]([C:16]([F:18])([F:17])[F:19])[N:11]([CH3:20])[C:10]2=[O:21])[C:4]([F:22])=[CH:3][C:2]=1[Cl:1])(=[O:25])=[O:24]. Procedure details: A solution of 10.16 g of 3-(4-chloro-2-fluoro-5 -hydroxyphenyl)-1-methyl-6 -trifluoromethyl-2,4 (1H,3H)-pyrimidinedione and 20.20 g of sulphuryl chloride in 100 ml of methylene chloride is treated with a solution of 3.56 g of pyridine in 10 ml of methylene chloride while stirring and cooling during 5 minutes. The temperature rises to 20° C. The reaction mixture is stirred at 20°-25° C. for 15 minutes, subsequently poured on to ice and stirred vigorously. The organic phase is washed throughly wit... The reactants are Cc1cc(Br)c(O)c(I)c1, BrCC=Cc1ccccc1, CCN(C(C)C)C(C)C, CN(C)C=O. Product: Cc1cc(Br)c(OCC=Cc2ccccc2)c(I)c1. Reaction SMILES: [Br:1][c:2]1[c:3]([OH:10])[c:4]([I:9])[cH:5][c:6]([CH3:8])[cH:7]1.[CH2:11]([CH:12]=[CH:13][c:14]1[cH:15][cH:16][cH:17][cH:18][cH:19]1)[Br:20].[CH:21]([N:22]([CH:23]([CH3:24])[CH3:25])[CH2:26][CH3:27])([CH3:28])[CH3:29].[O:30]=[CH:31][N:32]([CH3:33])[CH3:34]>>[Br:1][c:2]1[c:3]([O:10][CH2:11][CH:12]=[CH:13][c:14]2[cH:15][cH:16][cH:17][cH:18][cH:19]2)[c:4]([I:9])[cH:5][c:6]([CH3:8])[cH:7]1. Starting materials: CN(CC(=O)NC1=CC(=C(C=C1)NCC)[N+](=O)[O-])C (2-dimethylamino-4′-ethylamino-3′-nitroacetanilide), C1(=CC=C(C=C1)S(=O)(=O)[O-])C.C(C1=CC=CC=C1)N1[CH2+](SC(C1=O)=C1SC2=C(N1C)C=C(C=C2)OCCOC)SC (3-benzyl-5-[5-(2-methoxyethoxy)-3-methylbenzothiazol-2-ylidene]-2-methylthio-4-oxo-2-thiazolium p-toluenesulfonate). Yields the product C(C1=CC=CC=C1)N1C(SC(C1=O)=C1SC2=C(N1C)C=C(C=C2)OCCOC)=NC=2C=C(C=CC2NCC)NC(CN(C)C)=O (N-(3-{3-benzyl-5-[5-(2-methoxyethoxy)-3-methyl-3H-benzothiazol-2-ylidene]-4-oxothiazolidin-2-ylideneamino}-4-ethylaminophenyl)-2-dimethylaminoacetamide). Reaction SMILES: [CH3:1][N:2]([CH3:19])[CH2:3][C:4]([NH:6][C:7]1[CH:12]=[CH:11][C:10]([NH:13][CH2:14][CH3:15])=[C:9]([N+:16]([O-])=O)[CH:8]=1)=[O:5].C1(C)C=CC(S([O-])(=O)=O)=CC=1.[CH2:31]([N:38]1[C:42](=[O:43])[C:41](=[C:44]2[N:48]([CH3:49])[C:47]3[CH:50]=[C:51]([O:54][CH2:55][CH2:56][O:57][CH3:58])[CH:52]=[CH:53][C:46]=3[S:45]2)[S:40][CH2+:39]1SC)[C:32]1[CH:37]=[CH:36][CH:35]=[CH:34][CH:33]=1>>[CH2:31]([N:38]1[C:42](=[O:43])[C:41](=[C:44]2[N:48]([CH3:49])[C:47]3[CH:50]=[C:51]([O:54][CH2:55][CH2:56][O:57][CH3:58])[CH:52]=[CH:53][C:46]=3[S:45]2)[S:40][C:39]1=[N:16][C:9]1[CH:8]=[C:7]([NH:6][C:4](=[O:5])[CH2:3][N:2]([CH3:19])[CH3:1])[CH:12]=[CH:11][C:10]=1[NH:13][CH2:14][CH3:15])[C:32]1[CH:37]=[CH:36][CH:35]=[CH:34][CH:33]=1 |f:1.2|. Procedure details: In a manner similar to Example 30, intermediate 2-dimethylamino-4′-ethylamino-3′-nitroacetanilide was hydrogenated and then condensed with 3-benzyl-5-[5-(2-methoxyethoxy)-3-methylbenzothiazol-2-ylidene]-2-methylthio-4-oxo-2-thiazolium p-toluenesulfonate to afford the title compound. 1H-NMR (CDCl3): δ 9.08 (1H, s), 7.46 (2H, d), 7.27–7.35 (5H, m), 7.16 (1H, dd), 6.69 (1H, dd), 6.62 (1H, d), 6.51 (1H, d), 5.14 (2H, s), 4.13 (2H, t), 3.75 (2H, t), 3.71 (2H, s), 3.44 (3H, s), 3.19 (2H, s), 2.94 (2H,... The reactants are O=C(O)c1ccccc1CCc1ccccc1, CCN1CCOCC1, CCN=C=NCCCN(C)C, CNOC, ClCCl, Cl, Cl, O, On1nnc2ccccc21. Product: CON(C)C(=O)c1ccccc1CCc1ccccc1. As a reaction SMILES: [CH2:1]([CH2:2][c:3]1[cH:4][cH:5][cH:6][cH:7][cH:8]1)[c:9]1[c:10]([C:11](=[O:12])[OH:13])[cH:14][cH:15][cH:16][cH:17]1.[CH2:41]([N:42]1[CH2:43][CH2:44][O:45][CH2:46][CH2:47]1)[CH3:48].[CH3:19][N:20]([CH3:21])[CH2:22][CH2:23][CH2:24][N:25]=[C:26]=[N:27][CH2:28][CH3:29].[CH3:50][NH:51][O:52][CH3:53].[Cl:54][CH2:55][Cl:56].[ClH:18].[ClH:49].[OH2:30].[OH:31][n:32]1[c:33]2[cH:34][cH:35][cH:36][cH:37][c:38]2[n:39][n:40]1>>[CH2:1]([CH2:2][c:3]1[cH:4][cH:5][cH:6][cH:7][cH:8]1)[c:9]1[c:10]([C:11](=[O:12])[N:51]([CH3:50])[O:52][CH3:53])[cH:14][cH:15][cH:16][cH:17]1. The reactants are OCC=1N=C(SC1)N1CC(C1)O (1-(4-hydroxymethyl-1,3-thiazol-2-yl)-3-hydroxyazetidine), [Si](C)(C)(C(C)(C)C)Cl (t-butyldimethylsilyl chloride), N1C=NC=C1 (imidazole), CO (methanol). The solvent is CN(C=O)C (dimethylformamide). Run at time 10 minute. Product: [Si](C)(C)(C(C)(C)C)OCC=1N=C(SC1)N1CC(C1)O (1-(4-t-butyldimethylsilyloxymethyl-1,3-thiazol-2-yl)-3-hydroxyazetidine). Yield: 81.9%. Reaction SMILES: [OH:1][CH2:2][C:3]1[N:4]=[C:5]([N:8]2[CH2:11][CH:10]([OH:12])[CH2:9]2)[S:6][CH:7]=1.[Si:13](Cl)([C:16]([CH3:19])([CH3:18])[CH3:17])([CH3:15])[CH3:14].N1C=CN=C1.CO>CN(C)C=O>[Si:13]([O:1][CH2:2][C:3]1[N:4]=[C:5]([N:8]2[CH2:11][CH:10]([OH:12])[CH2:9]2)[S:6][CH:7]=1)([C:16]([CH3:19])([CH3:18])[CH3:17])([CH3:15])[CH3:14]. Reported procedure: To a solution of 1-(4-hydroxymethyl-1,3-thiazol-2-yl)-3-hydroxyazetidine (226.5 mg, 1.22 mmol) (obtained as described in Reference Example 12(1)) in dimethylformamide (11.5 ml) were added t-butyldimethylsilyl chloride (220 mg, 1.46 mmol) and imidazole (120 mg, 1.76 mmol) in an ice bath. The reaction mixture was then brought to room temperature in 10 minutes, and stirred for 5 hours. After checking the completion of the reaction, methanol (2 ml) was added thereto in an ice bath, and then the reac... Reagents/catalysts: C(C)(=O)[O-].[Pd+2].C(C)(=O)[O-] (palladium acetate). Reactants: C(#N)C=1C=C(C=CC1)B(O)O ((3-cyanophenyl)boronic acid), ClC1=CC=C(C=N1)C[N+]1=C2N(C(C(=C1[O-])I)=O)C=CC=C2 (1-[(6-chloro-3-pyridyl)methyl]-3-iodo-4-oxo-pyrido[1,2-a]pyrimidin-1-ium-2-olate), F[B-](F)(F)F.C(C)(C)(C)[PH+](C(C)(C)C)C(C)(C)C (tri-tert-butylphosphonium tetrafluoroborate), C([O-])([O-])=O.[Cs+].[Cs+] (caesium carbonate). Procedure: To a mixture of 80 mg (0.54 mmol) (3-cyanophenyl)boronic acid, 150 mg (0.36 mmol) 1-[(6-chloro-3-pyridyl)methyl]-3-iodo-4-oxo-pyrido[1,2-a]pyrimidin-1-ium-2-olate (Synthesis described in WO 2009/099929), 1.6 mg (0.07 mmol) palladium acetate, 21 mg (0.07 mmol) tri-tert-butylphosphonium tetrafluoroborate and 295 mg caesium carbonate was added 50 ml of dioxane under argon. The mixture was heated to 80° C. for 48 hours. Silica was added and the product was obtained by column chromatographie (dichlor... The solvent is O1CCOCC1 (dioxane), ClCCl.CO (dichloromethane methanol). Product: ClC1=CC=C(C=N1)C[N+]1=C2N(C(C(=C1[O-])C1=CC(=CC=C1)C#N)=O)C=CC=C2 (1-[(6-chloro-3-pyridyl)methyl]-3-(3-cyanophenyl)-4-oxo-pyrido[1,2-a]pyrimidin-1-ium-2-olate). As a reaction SMILES: [C:1]([C:3]1[CH:4]=[C:5](B(O)O)[CH:6]=[CH:7][CH:8]=1)#[N:2].[Cl:12][C:13]1[N:18]=[CH:17][C:16]([CH2:19][N+:20]2[C:25]([O-:26])=[C:24](I)[C:23](=[O:28])[N:22]3[CH:29]=[CH:30][CH:31]=[CH:32][C:21]=23)=[CH:15][CH:14]=1.F[B-](F)(F)F.C([PH+](C(C)(C)C)C(C)(C)C)(C)(C)C.C(=O)([O-])[O-].[Cs+].[Cs+]>C([O-])(=O)C.[Pd+2].C([O-])(=O)C.ClCCl.CO.O1CCOCC1>[Cl:12][C:13]1[N:18]=[CH:17][C:16]([CH2:19][N+:20]2[C:25]([O-:26])=[C:24]([C:5]3[CH:6]=[CH:7][CH:8]=[C:3]([C:1]#[N:2])[CH:4]=3)[C:23](=[O:28])[N:22]3[CH:29]=[CH:30][CH:31]=[CH:32][C:21]=23)=[CH:15][CH:14]=1 |f:2.3,4.5.6,7.8.9,10.11|. Conditions: temperature 80 celsius.